The task is: describe an organic reaction: reactants, conditions, products, and yield. This data is from the Open Reaction Database (ORD), a public repository of structured organic reaction records. Reactants: BrC[C@@H]1C[C@@H]([C@H](CN1)OC(S(=O)(=O)C1=CC=C(C=C1)C)C=1C=CC2=C(N(CCO2)CCCOC)C1)C1=CC=C(C=C1)COC[C@@H](C)OCC (6-[(3R,4R,6S) -6-bromomethyl-4-[4-((R)-2-ethoxy-propoxymethyl)-phenyl]-1-(toluene-4-sulfonyl) -piperidin-3-yloxymethyl]-4-(3-methoxy-propyl)-3,4-dihydro-2H-benzo[1,4]oxazine), enolate, C1CCOC1 (THF), C(C(C)C)(=O)OC (methyl isobutyrate), C(C)(C)[N-]C(C)C.[Li+] (lithiumdiisopropyl amide), C1CCOC1 (THF), CN(P(=O)(N(C)C)N(C)C)C (hexamethylphosphoramide). Reaction conditions: temperature -78 celsius, time 30 minute. The product is C(C)O[C@@H](COCC1=CC=C(C=C1)[C@H]1C[C@H](NC[C@@H]1OCC=1C=CC2=C(N(CCO2)CCCOC)C1)CC(C(=O)NC)(C)C)C (3-{(2S,4R,5R)-4-[4-((R)-2-Ethoxy-propoxymethyl)-phenyl]-5-[4-(3-methoxy-propyl) -3,4-dihydro-2H-benzo[1,4]oxazin-6-ylmethoxy]-piperidin-2-yl}-2,2,N-trimethyl -propionamide). As a reaction SMILES: [C:1]([O:6]C)(=O)[CH:2]([CH3:4])[CH3:3].[CH:8]([N-:11]C(C)C)(C)C.[Li+].CN(C)P(N(C)C)(N(C)C)=O.Br[CH2:28][C@H:29]1[NH:34][CH2:33][C@H:32]([O:35][CH:36]([C:47]2[CH:48]=[CH:49][C:50]3[O:55][CH2:54][CH2:53][N:52]([CH2:56][CH2:57][CH2:58][O:59][CH3:60])[C:51]=3[CH:61]=2)S(C2C=CC(C)=CC=2)(=O)=O)[C@@H:31]([C:62]2[CH:67]=[CH:66][C:65]([CH2:68][O:69][CH2:70][C@H](OCC)C)=[CH:64][CH:63]=2)[CH2:30]1.[CH2:76]1[CH2:80][O:79][CH2:78][CH2:77]1>>[CH2:80]([O:79][C@H:78]([CH3:77])[CH2:70][O:69][CH2:68][C:65]1[CH:64]=[CH:63][C:62]([C@@H:31]2[C@@H:32]([O:35][CH2:36][C:47]3[CH:48]=[CH:49][C:50]4[O:55][CH2:54][CH2:53][N:52]([CH2:56][CH2:57][CH2:58][O:59][CH3:60])[C:51]=4[CH:61]=3)[CH2:33][NH:34][C@H:29]([CH2:28][C:2]([CH3:4])([CH3:3])[C:1]([NH:11][CH3:8])=[O:6])[CH2:30]2)=[CH:67][CH:66]=1)[CH3:76] |f:1.2|. Procedure details: To a solution of 4.0 mmol of methyl isobutyrate in 2 ml of THF at −78° C. are added 4.0 mmol of lithiumdiisopropyl amide solution (0.5 M in THF) and the reaction mixture is stirred for 30 min at −78° C. Then 8.0 mmol of hexamethylphosphoramide is added at −78° C. and the mixture is stirred for 30 min. A solution of 1.0 mmol of 6-[(3R,4R,6S) -6-bromomethyl-4-[4-((R)-2-ethoxy-propoxymethyl)-phenyl]-1-(toluene-4-sulfonyl) -piperidin-3-yloxymethyl]-4-(3-methoxy-propyl)-3,4-dihydro-2H-benzo[1,4]oxazi...